Dataset: the Open Reaction Database (ORD), a public repository of structured organic reaction records. Task: describe an organic reaction: reactants, conditions, products, and yield The reactants are BrCCCCOCc1ccccc1, O=C([O-])[O-], N#Cc1ccc(OCc2ccccc2)c(O)c1, CN(C)C=O, Cl, [K+], [K+]. The product is N#Cc1ccc(OCc2ccccc2)c(OCCCCOCc2ccccc2)c1. RXN SMILES: [Br:24][CH2:25][CH2:26][CH2:27][CH2:28][O:29][CH2:30][c:31]1[cH:32][cH:33][cH:34][cH:35][cH:36]1.[C:18](=[O:19])([O-:20])[O-:21].[CH2:1]([c:2]1[cH:3][cH:4][cH:5][cH:6][cH:7]1)[O:8][c:9]1[c:10]([OH:17])[cH:11][c:12]([C:13]#[N:14])[cH:15][cH:16]1.[CH3:38][N:39]([CH3:40])[CH:41]=[O:42].[ClH:37].[K+:22].[K+:23]>>[CH2:1]([c:2]1[cH:3][cH:4][cH:5][cH:6][cH:7]1)[O:8][c:9]1[c:10]([O:17][CH2:25][CH2:26][CH2:27][CH2:28][O:29][CH2:30][c:31]2[cH:32][cH:33][cH:34][cH:35][cH:36]2)[cH:11][c:12]([C:13]#[N:14])[cH:15][cH:16]1. Reactants: COC(=O)C=1SC=CC1N(C1CCNCC1)C(=O)[C@@H]1CC[C@H](CC1)C (3-[(trans-4-methyl-cyclohexanecarbonyl)-piperidin-4-yl-amino]-thiophene-2-carboxylic acid methyl ester), C=O (HCHO), NaBH(OAC)3. The solvent is ClCCCl (1,2-dichloroethane). Product: COC(=O)C=1SC=CC1N(C1CCN(CC1)C)C(=O)[C@@H]1CC[C@H](CC1)C (3-[(trans-4-methyl-cyclohexanecarbonyl)-(1-methyl-piperidin-4-yl)-amino]-thiophene-2-carboxylic acid methyl ester). Yield: 85.7%. RXN SMILES: [CH3:1][O:2][C:3]([C:5]1[S:6][CH:7]=[CH:8][C:9]=1[N:10]([C:17]([C@H:19]1[CH2:24][CH2:23][C@H:22]([CH3:25])[CH2:21][CH2:20]1)=[O:18])[CH:11]1[CH2:16][CH2:15][NH:14][CH2:13][CH2:12]1)=[O:4].[CH2:26]=O>ClCCCl>[CH3:1][O:2][C:3]([C:5]1[S:6][CH:7]=[CH:8][C:9]=1[N:10]([C:17]([C@H:19]1[CH2:20][CH2:21][C@H:22]([CH3:25])[CH2:23][CH2:24]1)=[O:18])[CH:11]1[CH2:12][CH2:13][N:14]([CH3:26])[CH2:15][CH2:16]1)=[O:4]. Procedure: To a stirred solution of 3-[(trans-4-methyl-cyclohexanecarbonyl)-piperidin-4-yl-amino]-thiophene-2-carboxylic acid methyl ester (1.0 g, 2.7 mmol), from step 3, in 1,2-dichloroethane (10 mL) was sequentially added aq. 37% HCHO solution (0.45 mL, 5.4 mmol) and NaBH(OAC)3 (2.86 g, 13.5 mmol) in one portion, stirred for over night, reaction was then quenched with aq. 10% NaOH solution, extracted with DCM. The combined organic extract was washed with brine, dried, and concentrated to obtain 3-[(trans...